This data is from the Open Reaction Database (ORD), a public repository of structured organic reaction records. The task is: describe an organic reaction: reactants, conditions, products, and yield Starting materials: O=C=O, COc1cccs1, [Li]CCCC, C1CCOC1. Yields the product COc1ccc(C(=O)O)s1. RXN SMILES: [C:13](=[O:14])=[O:15].[CH3:1][O:2][c:3]1[s:4][cH:5][cH:6][cH:7]1.[CH3:8][CH2:9][CH2:10][CH2:11][Li:12].[O:16]1[CH2:17][CH2:18][CH2:19][CH2:20]1>>[CH3:1][O:2][c:3]1[s:4][c:5]([C:13](=[O:14])[OH:15])[cH:6][cH:7]1. Reactants: CN(C)C=O, CCC(C)n1c(=O)sc2cc(F)c(-n3c(=O)cc(C(F)(F)F)[nH]c3=O)cc21, [H-], NOc1ccc([N+](=O)[O-])cc1[N+](=O)[O-], [Na+], O. Product: CCC(C)n1c(=O)sc2cc(F)c(-n3c(=O)cc(C(F)(F)F)n(N)c3=O)cc21. As a reaction SMILES: [CH3:45][N:46]([CH3:47])[CH:48]=[O:49].[F:1][c:2]1[cH:3][c:4]2[c:5]([n:6]([CH:10]([CH3:11])[CH2:12][CH3:13])[c:7](=[O:9])[s:8]2)[cH:14][c:15]1-[n:16]1[c:17](=[O:27])[nH:18][c:19]([C:23]([F:24])([F:25])[F:26])[cH:20][c:21]1=[O:22].[H-:28].[N+:30]([c:31]1[cH:32][c:33]([N+:34]([O-:35])=[O:36])[cH:37][cH:38][c:39]1[O:40][NH2:41])([O-:42])=[O:43].[Na+:29].[OH2:44]>>[F:1][c:2]1[cH:3][c:4]2[c:5]([n:6]([CH:10]([CH3:11])[CH2:12][CH3:13])[c:7](=[O:9])[s:8]2)[cH:14][c:15]1-[n:16]1[c:17](=[O:27])[n:18]([NH2:30])[c:19]([C:23]([F:24])([F:25])[F:26])[cH:20][c:21]1=[O:22]. The reactants are ClC(Cl)Cl, COc1c(Cl)cc(C(=O)N2CSc3ccccc32)cc1Cl, O=C(OO)c1cccc(Cl)c1. The product is COc1c(Cl)cc(C(=O)N2CS(=O)c3ccccc32)cc1Cl. As a reaction SMILES: [CH:33]([Cl:34])([Cl:35])[Cl:36].[Cl:1][c:2]1[cH:3][c:4]([C:5](=[O:6])[N:7]2[CH2:8][S:9][c:10]3[c:11]2[cH:12][cH:13][cH:14][cH:15]3)[cH:16][c:17]([Cl:21])[c:18]1[O:19][CH3:20].[Cl:22][c:23]1[cH:24][cH:25][cH:26][c:27]([C:28]([O:29][OH:31])=[O:30])[cH:32]1>>[Cl:1][c:2]1[cH:3][c:4]([C:5](=[O:6])[N:7]2[CH2:8][S:9](=[O:30])[c:10]3[c:11]2[cH:12][cH:13][cH:14][cH:15]3)[cH:16][c:17]([Cl:21])[c:18]1[O:19][CH3:20]. Reactants: C(C)(=O)OCCC1=CC=C(C=C1)C1=CC(=NN1C=1C=NC(=CC1)OC)C(F)F (2-{4-[3-(difluoromethyl)-1-(6-methoxy-3-pyridinyl)-1H-pyrazol-5-yl]phenyl}ethyl acetate). Run in C1CCOC1 (THF), CO (MeOH). Reaction conditions: time 4 hour. Yields the product FC(C1=NN(C(=C1)C1=CC=C(C=C1)CCO)C=1C=NC(=CC1)OC)F (2-{4-[3-(difluoromethyl)-1-(6-methoxy-3-pyridinyl)-1-H-pyrazol-5-yl]phenyl}ethanol). The yield is 33.7%. Reaction SMILES: C([O:4][CH2:5][CH2:6][C:7]1[CH:12]=[CH:11][C:10]([C:13]2[N:17]([C:18]3[CH:19]=[N:20][C:21]([O:24][CH3:25])=[CH:22][CH:23]=3)[N:16]=[C:15]([CH:26]([F:28])[F:27])[CH:14]=2)=[CH:9][CH:8]=1)(=O)C>C1COCC1.CO>[F:28][CH:26]([F:27])[C:15]1[CH:14]=[C:13]([C:10]2[CH:11]=[CH:12][C:7]([CH2:6][CH2:5][OH:4])=[CH:8][CH:9]=2)[N:17]([C:18]2[CH:19]=[N:20][C:21]([O:24][CH3:25])=[CH:22][CH:23]=2)[N:16]=1. Reported procedure: To a solution of 2-{4-[3-(difluoromethyl)-1-(6-methoxy-3-pyridinyl)-1H-pyrazol-5-yl]phenyl}ethyl acetate (10 g) in THF (120 ml) and MeOH (30 ml) was added 1NNaOH (60 ml) at room temperature. The reaction mixture was stirred at the same temperature for 4 hrs, and then neutralized with 1NHCl (60 ml), evaporated, and extracted twice with EtOAc. The organic layer was washed with water and brine, dried over MgSO4, filtered and evaporated to give crude product. The residue was column chromatographed o... Starting materials: BrC=1C=C(C=CC1)C1(COCC(=N1)OC)C ((RS)-3-(3-bromo-phenyl)-5-methoxy-3-methyl-3,6-dihydro-2H [1,4]oxazine), sodium tert-butylate, C(C)(C)(C)P(C1=C(C=CC=C1)C1=C(C=C(C=C1C(C)C)C(C)C)C(C)C)C(C)(C)C (2-di-tert-butylphosphino-2′,4′,6′-triisopropylbiphenyl), ClC=1C=C(CN)C=CC1 (3-chlorobenzylamine). Run in C1(=CC=CC=C1)C (toluene). Conditions: temperature 100 celsius. Product: ClC=1C=C(CNC2=CC(=CC=C2)C2(COCC(=N2)OC)C)C=CC1 ((RS)-(3-chloro-benzyl)-[3-(5-methoxy-3-methyl-3,6-dihydro-2H-[1,4]oxazin-3-yl)-phenyl]-amine). The yield is 49.3%. RXN SMILES: Br[C:2]1[CH:3]=[C:4]([C:8]2([CH3:16])[N:13]=[C:12]([O:14][CH3:15])[CH2:11][O:10][CH2:9]2)[CH:5]=[CH:6][CH:7]=1.C(P(C(C)(C)C)C1C=CC=CC=1C1C(C(C)C)=CC(C(C)C)=CC=1C(C)C)(C)(C)C.[Cl:47][C:48]1[CH:49]=[C:50]([CH:53]=[CH:54][CH:55]=1)[CH2:51][NH2:52]>C1(C)C=CC=CC=1>[Cl:47][C:48]1[CH:49]=[C:50]([CH:53]=[CH:54][CH:55]=1)[CH2:51][NH:52][C:2]1[CH:7]=[CH:6][CH:5]=[C:4]([C:8]2([CH3:16])[N:13]=[C:12]([O:14][CH3:15])[CH2:11][O:10][CH2:9]2)[CH:3]=1. Procedure details: A dried pressure tube was charged consecutively under a nitrogen atmosphere with a solution of (RS)-3-(3-bromo-phenyl)-5-methoxy-3-methyl-3,6-dihydro-2H [1,4]oxazine (150 mg, 0.5 mmol) in toluene (5 ml), sodium tert-butylate (157 mg, 1.6 mmol), 2-di-tert-butylphosphino-2′,4′,6′-triisopropylbiphenyl (tert-butyl-x-phos) (23 mg, 0.1 mmol), tris(dibenzylideneacetone)-dipalladium chloroform complex (17 mg), and 3-chlorobenzylamine (154 mg, 1.1 mmol). The sealed pressure tube was heated at 100° C. for...